This data is from the Open Reaction Database (ORD), a public repository of structured organic reaction records. The task is: describe an organic reaction: reactants, conditions, products, and yield The reactants are O=C([O-])[O-], CCB(CC)c1cccnc1, CCOC(C)=O, Clc1cccc(-n2ccc(-c3ccccn3)c2)n1, [K+], [K+], O. The product is c1ccc(-c2ccn(-c3cccc(-c4cccnc4)n3)c2)nc1. RXN SMILES: [C:30](=[O:31])([O-:32])[O-:33].[CH2:19]([B:20]([CH2:21][CH3:28])[c:22]1[cH:23][n:24][cH:25][cH:26][cH:27]1)[CH3:29].[CH3:37][CH2:38][O:39][C:40]([CH3:41])=[O:42].[Cl:1][c:2]1[n:3][c:4](-[n:8]2[cH:9][c:10](-[c:13]3[n:14][cH:15][cH:16][cH:17][cH:18]3)[cH:11][cH:12]2)[cH:5][cH:6][cH:7]1.[K+:34].[K+:35].[OH2:36]>>[c:2]1(-[c:22]2[cH:23][n:24][cH:25][cH:26][cH:27]2)[n:3][c:4](-[n:8]2[cH:9][c:10](-[c:13]3[n:14][cH:15][cH:16][cH:17][cH:18]3)[cH:11][cH:12]2)[cH:5][cH:6][cH:7]1. Reactants: C, CO, CC(C)C1c2ccccc2NC(=O)N1C1CCN(Cc2ccccc2)CC1, O=C[O-], [NH4+], [Pd]. Yields the product CC(C)C1c2ccccc2NC(=O)N1C1CCNCC1. As a reaction SMILES: [C:34].[CH3:32][OH:33].[CH:1]([CH3:2])([CH3:3])[CH:4]1[N:5]([CH:15]2[CH2:16][CH2:17][N:18]([CH2:21][c:22]3[cH:23][cH:24][cH:25][cH:26][cH:27]3)[CH2:19][CH2:20]2)[C:6](=[O:14])[NH:7][c:8]2[cH:9][cH:10][cH:11][cH:12][c:13]21.[CH:28]([O-:29])=[O:30].[NH4+:31].[Pd:35]>>[CH:1]([CH3:2])([CH3:3])[CH:4]1[N:5]([CH:15]2[CH2:16][CH2:17][NH:18][CH2:19][CH2:20]2)[C:6](=[O:14])[NH:7][c:8]2[cH:9][cH:10][cH:11][cH:12][c:13]21. Starting materials: CI (Methyl iodide), C(C)(=O)C=1C=C(C=CC1O)NC(C)=O (N-(3-acetyl-4-hydroxyphenyl)acetamide), C([O-])([O-])=O.[K+].[K+] (potassium carbonate). The solvent is CN(C=O)C (dimethylformamide). Conditions: time 72 hour. The product is C(C)(=O)C=1C=C(C=CC1OC)NC(C)=O (N-(3-acetyl-4-methoxyphenyl)acetamide). The yield is 99.8%. Reaction SMILES: CI.[C:3]([C:6]1[CH:7]=[C:8]([NH:13][C:14](=[O:16])[CH3:15])[CH:9]=[CH:10][C:11]=1[OH:12])(=[O:5])[CH3:4].[C:17](=O)([O-])[O-].[K+].[K+]>CN(C)C=O>[C:3]([C:6]1[CH:7]=[C:8]([NH:13][C:14](=[O:16])[CH3:15])[CH:9]=[CH:10][C:11]=1[O:12][CH3:17])(=[O:5])[CH3:4] |f:2.3.4|. Reported procedure: Methyl iodide (3.42 ml, 7.81 g, 55 mmol) was added to a stirred mixture of N-(3-acetyl-4-hydroxyphenyl)acetamide (J.Org.Chem. 1995, 60, 4324-4330) (9.65 g, 50 mmol) and potassium carbonate (13.82 g, 100 mmol) in dimethylformamide (50 ml). The mixture was stirred at room temperature for 72 hours, then the solvent was evaporated under reduced pressure. Water (100 ml) was added and the mixture was extracted with ethyl acetate (6×100 ml). The combined organic fractions were dried (MgSO4) and evapora... Starting materials: CC(=O)O, Cl, O=N[O-], CSc1nccc(-c2cc3c(N)n[nH]c3nc2-c2ccc(F)cc2)n1, [Na+], [Na+], [OH-], O. Product: CSc1nccc(-c2cc3cn[nH]c3nc2-c2ccc(F)cc2)n1. RXN SMILES: [C:32]([OH:33])(=[O:34])[CH3:35].[ClH:37].[N:26]([O-:27])=[O:28].[NH2:1][c:2]1[n:3][nH:4][c:5]2[n:6][c:7](-[c:19]3[cH:20][cH:21][c:22]([F:25])[cH:23][cH:24]3)[c:8](-[c:11]3[n:12][c:13]([S:17][CH3:18])[n:14][cH:15][cH:16]3)[cH:9][c:10]12.[Na+:29].[Na+:31].[OH-:30].[OH2:36]>>[cH:2]1[n:3][nH:4][c:5]2[n:6][c:7](-[c:19]3[cH:20][cH:21][c:22]([F:25])[cH:23][cH:24]3)[c:8](-[c:11]3[n:12][c:13]([S:17][CH3:18])[n:14][cH:15][cH:16]3)[cH:9][c:10]12. The reactants are N(=[N+]=[N-])C(COCC(CC(=O)OCC)=O)C (ethyl 4-(2-azidoprop-1-oxy)acetoacetate), ClC1=C(C=O)C=CC=C1 (2-chlorobenzaldehyde), N\C(=C/C(=O)OC)\C (methyl 3-aminocrotonate). Run in CO (methanol). Yields the product N(=[N+]=[N-])C(COCC=1NC(=C(CC1C(=O)OCC)C(=O)OC)C)C (2-(2-azidoprop-1-oxymethyl)-3-ethoxycarbonyl-5-methoxycarbonyl-6-methyl-1,4-dihydropyridine). Yield: 20.8%. RXN SMILES: [N:1]([CH:4]([CH3:16])[CH2:5][O:6][CH2:7][C:8](=O)[CH2:9][C:10]([O:12][CH2:13][CH3:14])=[O:11])=[N+:2]=[N-:3].Cl[C:18]1C=CC=CC=1C=O.[NH2:26]/[C:27](/[CH3:33])=[CH:28]\[C:29]([O:31][CH3:32])=[O:30]>CO>[N:1]([CH:4]([CH3:16])[CH2:5][O:6][CH2:7][C:8]1[NH:26][C:27]([CH3:33])=[C:28]([C:29]([O:31][CH3:32])=[O:30])[CH2:18][C:9]=1[C:10]([O:12][CH2:13][CH3:14])=[O:11])=[N+:2]=[N-:3]. Reported procedure: A mixture of ethyl 4-(2-azidoprop-1-oxy)acetoacetate (13.05 g), 2-chlorobenzaldehyde (8.3 g) and methyl 3-aminocrotonate (6.8 g) in methanol (80 ml) was heated under reflux for 19 hours, reduced to half-volume, and then cooled overnight at -20°. The resulting precipitate was collected, washed with a little cold methanol, and dried to give 2-(2-azidoprop-1-oxymethyl)-3-ethoxycarbonyl-5-methoxycarbonyl-6-methyl-1,4-dihydropyridine (4.0 g) as a pale yellow solid, m.p. 115°, characterised spectrosco... The reactants are [OH-].[K+] (KOH), C(Cl)(Cl)Cl (CHCl3), COC(=O)CC1(C(C(N(CC1)C)=O)=C)C1=CC(=CC=C1)OC (4-methoxycarbonylmethyl-4-(3'-methoxyphenyl)-1-methyl-3-methylene-2-piperidone), CO.O (CH3OH H2O). Run in O (H2O), CO (CH3OH), 1/1. Conditions: time 20 hour. Product: CN1C(C(=C(C=C1)C1=CC(=CC=C1)OC)C)=O (1,3-dimethyl-4-(3'-methoxyphenyl)-2-pyridone). Isolated yield 19.6%. As a reaction SMILES: COC(C[C:6]1([C:15]2[CH:20]=[CH:19][CH:18]=[C:17]([O:21][CH3:22])[CH:16]=2)[CH2:11][CH2:10][N:9]([CH3:12])[C:8](=[O:13])[C:7]1=[CH2:14])=O.[OH-].[K+].CO.O.C(Cl)(Cl)Cl>CO.O>[CH3:12][N:9]1[CH:10]=[CH:11][C:6]([C:15]2[CH:20]=[CH:19][CH:18]=[C:17]([O:21][CH3:22])[CH:16]=2)=[C:7]([CH3:14])[C:8]1=[O:13] |f:1.2,3.4|. Reported procedure: To methyl ester 28 of Example 10 (1.20 g, 3.97 mmol) dissolved in CH3OH (5 mL, 0° C.) was rapidly added KOH (775 mg, 11.9 mmol) in 5 mL of 1/1 CH3OH/H2O. After 20 h at 25° C., CHCl3 (20 mL) and H2O (20 mL) were added, the separated aqueous layer was extracted with CHCl3 (20 mL) and the combined organic phases were dried and evaporated to give 178 mg (20%) of 1,3-dimethyl-4-(3'-methoxyphenyl)-2-pyridone (this arises from unreacted allylic alcohol under the alkaline hydrolysis conditions): NMR δ7....